Dataset: the Open Reaction Database (ORD), a public repository of structured organic reaction records. Task: describe an organic reaction: reactants, conditions, products, and yield Starting materials: O=C(O)C=Cc1ccc(C(F)(F)F)nc1CCc1ccccc1, COc1nc(OC)nc([N+]2(C)CCOCC2)n1, [Cl-], Cl, Cc1cc(CN)cc(F)c1NS(C)(=O)=O, O. The product is Cc1cc(CNC(=O)C=Cc2ccc(C(F)(F)F)nc2CCc2ccccc2)cc(F)c1NS(C)(=O)=O. RXN SMILES: [CH2:36]([CH2:37][c:38]1[cH:39][cH:40][cH:41][cH:42][cH:43]1)[c:44]1[n:45][c:46]([C:55]([F:56])([F:57])[F:58])[cH:47][cH:48][c:49]1[CH:50]=[CH:51][C:52](=[O:53])[OH:54].[CH3:19][O:20][c:21]1[n:22][c:23]([O:24][CH3:25])[n:26][c:27]([N+:28]2([CH3:29])[CH2:30][CH2:31][O:32][CH2:33][CH2:34]2)[n:35]1.[Cl-:18].[ClH:16].[NH2:1][CH2:2][c:3]1[cH:4][c:5]([F:15])[c:6]([NH:10][S:11](=[O:12])(=[O:13])[CH3:14])[c:7]([CH3:9])[cH:8]1.[OH2:17]>>[NH:1]([CH2:2][c:3]1[cH:4][c:5]([F:15])[c:6]([NH:10][S:11](=[O:12])(=[O:13])[CH3:14])[c:7]([CH3:9])[cH:8]1)[C:52]([CH:51]=[CH:50][c:49]1[c:44]([CH2:36][CH2:37][c:38]2[cH:39][cH:40][cH:41][cH:42][cH:43]2)[n:45][c:46]([C:55]([F:56])([F:57])[F:58])[cH:47][cH:48]1)=[O:53]. Starting materials: Cl.NC1(CCCC1)C (1-amino-1-methylcyclopentane hydrochloride), CS(=O)(=O)Cl (methanesulfonyl chloride). The solvent is N1=CC=CC=C1 (pyridine). Reaction conditions: time 16 hour. The product is CC1(CCCC1)NS(=O)(=O)C (N-(1-Methylcyclopentyl)methanesulfonamide). Isolated yield 47.0%. As a reaction SMILES: Cl.[NH2:2][C:3]1([CH3:8])[CH2:7][CH2:6][CH2:5][CH2:4]1.[CH3:9][S:10](Cl)(=[O:12])=[O:11]>N1C=CC=CC=1>[CH3:8][C:3]1([NH:2][S:10]([CH3:9])(=[O:12])=[O:11])[CH2:7][CH2:6][CH2:5][CH2:4]1 |f:0.1|. Procedure details: To a stirred solution of 1-amino-1-methylcyclopentane hydrochloride (0.165 g, 1.2 mmol) in pyridine (1 mL) was added methanesulfonyl chloride (0.169 mL, 2.2 mmol). The reaction mixture was stirred at room temperature for 16 hrs and then concentrated. The mixture was diluted with ethyl acetate and washed with 1 N aqueous hydrochloric acid, saturated aqueous sodium bicarbonate, saturated aqueous sodium chloride, dried (anhydrous sodium sulfate), filtered, and concentrated to afford the product as ... Reactants: C1(=CC=CC=C1)OC(N(CC=1N=C(SC1COC1=CC(=C(C=C1)C1=NOC(N1)=O)OC)C1=CC=C(C=C1)C(F)(F)F)C1CC1)=O (cyclopropyl-[5-[3-methoxy-4-(5-oxo-4,5-dihydro-[1,2,4]oxadiazol-3-yl)-phenoxymethyl]-2-(4-trifluoromethyl-phenyl)-thiazol-4-ylmethyl]-carbamic acid phenyl ester), saturated solution, [OH-].[K+] (potassium hydroxide). Solvent: C(CO)O (ethylene glycol), O (water). Product: C1(CC1)NCC=1N=C(SC1COC1=CC(=C(C=C1)C1=NOC(N1)=O)OC)C1=CC=C(C=C1)C(F)(F)F (3-{4-[4-cyclopropylaminomethyl-2-(4-trifluoromethyl-phenyl)-thiazol-5-ylmethoxy]-2-methoxy-phenyl}-4H-[1,2,4]oxadiazol-5-one). Yield: 35.9%. RXN SMILES: C1(OC(=O)[N:9]([CH:42]2[CH2:44][CH2:43]2)[CH2:10][C:11]2[N:12]=[C:13]([C:32]3[CH:37]=[CH:36][C:35]([C:38]([F:41])([F:40])[F:39])=[CH:34][CH:33]=3)[S:14][C:15]=2[CH2:16][O:17][C:18]2[CH:23]=[CH:22][C:21]([C:24]3[NH:28][C:27](=[O:29])[O:26][N:25]=3)=[C:20]([O:30][CH3:31])[CH:19]=2)C=CC=CC=1.[OH-].[K+]>C(O)CO.O>[CH:42]1([NH:9][CH2:10][C:11]2[N:12]=[C:13]([C:32]3[CH:33]=[CH:34][C:35]([C:38]([F:40])([F:41])[F:39])=[CH:36][CH:37]=3)[S:14][C:15]=2[CH2:16][O:17][C:18]2[CH:23]=[CH:22][C:21]([C:24]3[NH:28][C:27](=[O:29])[O:26][N:25]=3)=[C:20]([O:30][CH3:31])[CH:19]=2)[CH2:43][CH2:44]1 |f:1.2|. Procedure details: To a solution of 32.6 mg of cyclopropyl-[5-[3-methoxy-4-(5-oxo-4,5-dihydro-[1,2,4]oxadiazol-3-yl)-phenoxymethyl]-2-(4-trifluoromethyl-phenyl)-thiazol-4-ylmethyl]-carbamic acid phenyl ester in 2 mL of ethylene glycol was added 2 mL of a saturated solution of potassium hydroxide in water. The resulting mixture was stirred in a sealed tube under microwave irradiation for 25 minutes to 100° C., then 10 additional minutes to 120° C. and finally 15 more minutes to 140° C. It was then extracted with di... Starting materials: C(C)(=O)N1CCC2=CC(=CC=C12)S(=O)(=O)C[N+](=O)[O-] (1-Acetyl-5-(nitromethylsulphonyl)indoline), Cl (hydrochloric acid), ice. Run in C(C)O (ethanol). Reaction conditions: time 5 minute. The product is [N+](=O)([O-])CS(=O)(=O)C=1C=C2CCNC2=CC1 (5-(nitromethylsulphonyl)indoline). RXN SMILES: C([N:4]1[C:12]2[C:7](=[CH:8][C:9]([S:13]([CH2:16][N+:17]([O-:19])=[O:18])(=[O:15])=[O:14])=[CH:10][CH:11]=2)[CH2:6][CH2:5]1)(=O)C.Cl>C(O)C>[N+:17]([CH2:16][S:13]([C:9]1[CH:8]=[C:7]2[C:12](=[CH:11][CH:10]=1)[NH:4][CH2:5][CH2:6]2)(=[O:14])=[O:15])([O-:19])=[O:18]. Reported procedure: 1-Acetyl-5-(nitromethylsulphonyl)indoline (5.41 g, 19 mmol) was added in one portion to a boiling mixture of 2 M hydrochloric acid (60 ml) and ethanol (20 ml). The mixture was heated at reflux until a clear solution formed, and then for a further 5 minutes. The hot reaction mixture was poured into ice-cold saturated sodium hydrogen carbonate solution (100 ml) and then extracted with ethyl acetate. The combined extracts were dried (MgSO4) and the solvent was removed by evaporation. The resultant ... The reactants are CN(C)C=O, CCOC(C)=O, CC[Si](Cl)(CC)CC, O=[N+]([O-])c1cnc(NCCO)cn1, c1c[nH]cn1. Product: CC[Si](CC)(CC)OCCNc1cnc([N+](=O)[O-])cn1. As a reaction SMILES: [CH3:27][N:28]([CH3:29])[CH:30]=[O:31].[CH3:32][CH2:33][O:34][C:35](=[O:36])[CH3:37].[Cl:14][Si:15]([CH2:16][CH3:17])([CH2:18][CH3:19])[CH2:20][CH3:21].[N+:1](=[O:2])([O-:3])[c:4]1[n:5][cH:6][c:7]([NH:10][CH2:11][CH2:12][OH:13])[n:8][cH:9]1.[nH:22]1[cH:23][cH:24][n:25][cH:26]1>>[N+:1](=[O:2])([O-:3])[c:4]1[n:5][cH:6][c:7]([NH:10][CH2:11][CH2:12][O:13][Si:15]([CH2:16][CH3:17])([CH2:18][CH3:19])[CH2:20][CH3:21])[n:8][cH:9]1. The reactants are C1(=CC=CC=C1)PC1=CC=CC=C1 (diphenylphosphine), C(=C)[Si](OCC)(OCC)OCC (vinyl triethoxysilane), C(C)(C)(C)OOC(C)(C)C (di-t-butyl peroxide). The product is C1(=CC=CC=C1)P(=O)(CC[Si](OCC)(OCC)OCC)C1=CC=CC=C1 (2-(Diphenylphosphinyl) ethyl Triethoxysilane). The yield is 65.7%. Reaction SMILES: [C:1]1([PH:7][C:8]2[CH:13]=[CH:12][CH:11]=[CH:10][CH:9]=2)[CH:6]=[CH:5][CH:4]=[CH:3][CH:2]=1.[CH:14]([Si:16]([O:23][CH2:24][CH3:25])([O:20][CH2:21][CH3:22])[O:17][CH2:18][CH3:19])=[CH2:15].C([O:30]OC(C)(C)C)(C)(C)C>>[C:8]1([P:7]([C:1]2[CH:2]=[CH:3][CH:4]=[CH:5][CH:6]=2)([CH2:15][CH2:14][Si:16]([O:17][CH2:18][CH3:19])([O:23][CH2:24][CH3:25])[O:20][CH2:21][CH3:22])=[O:30])[CH:9]=[CH:10][CH:11]=[CH:12][CH:13]=1. Procedure: To diphenylphosphine (18.6 g, 1.0 mol) heated to 140° C. under nitrogen, a mixture of vinyl triethoxysilane (19.0 g, 1.0 mol) and di-t-butyl peroxide (1.92 g) is added with stirring during 3/4 hour. The solution is held at 140°-160° C for an additional hour. Distillation in vacuum gives the product (24.7 g, 65.7 percent yield, b.p. 162° C/0.3 mm, nD27 1.5370. The efficiency on the basis of the vinyl silane consumed is 93 percent. The H'NMR, delta (C6H6): 0.8 (m, 2H). 1.12 (t, 9H); 2.24 (m, 2H); ... Starting materials: S1C(=CC2=C1C=CC=C2)B(O)O (1-Benzothien-2-ylboronic acid), C(C)O (ethanol), BrC1=C2C(=NC=C1)N(C=C2)COCC[Si](C)(C)C (4-bromo-1-[2-(trimethylsilyl)-ethoxy]methyl-1H-pyrrolo[2,3-b]pyridine), C1(=CC=CC=C1)C (toluene), C([O-])([O-])=O.[K+].[K+] (Potassium carbonate). The reagents and catalysts are C=1C=CC(=CC1)[P](C=2C=CC=CC2)(C=3C=CC=CC3)[Pd]([P](C=4C=CC=CC4)(C=5C=CC=CC5)C=6C=CC=CC6)([P](C=7C=CC=CC7)(C=8C=CC=CC8)C=9C=CC=CC9)[P](C=1C=CC=CC1)(C=1C=CC=CC1)C=1C=CC=CC1 (tetrakis(triphenylphosphine)palladium(0)). The solvent is C(C)(=O)OCC (ethyl acetate), O (water). Reaction conditions: temperature 120 celsius. Yields the product S1C(=CC2=C1C=CC=C2)C2=C1C(=NC=C2)N(C=C1)COCC[Si](C)(C)C (4-(1-benzothien-2-yl)-1-[2-(trimethylsilyl)ethoxy]methyl-1H-pyrrolo[2,3-b]-pyridine). Yield: 87.6%. Reaction SMILES: [S:1]1[C:5]2[CH:6]=[CH:7][CH:8]=[CH:9][C:4]=2[CH:3]=[C:2]1B(O)O.Br[C:14]1[CH:19]=[CH:18][N:17]=[C:16]2[N:20]([CH2:23][O:24][CH2:25][CH2:26][Si:27]([CH3:30])([CH3:29])[CH3:28])[CH:21]=[CH:22][C:15]=12.C1(C)C=CC=CC=1.C(O)C.C(=O)([O-])[O-].[K+].[K+]>O.C(OCC)(=O)C.C1C=CC([P]([Pd]([P](C2C=CC=CC=2)(C2C=CC=CC=2)C2C=CC=CC=2)([P](C2C=CC=CC=2)(C2C=CC=CC=2)C2C=CC=CC=2)[P](C2C=CC=CC=2)(C2C=CC=CC=2)C2C=CC=CC=2)(C2C=CC=CC=2)C2C=CC=CC=2)=CC=1>[S:1]1[C:5]2[CH:6]=[CH:7][CH:8]=[CH:9][C:4]=2[CH:3]=[C:2]1[C:14]1[CH:19]=[CH:18][N:17]=[C:16]2[N:20]([CH2:23][O:24][CH2:25][CH2:26][Si:27]([CH3:30])([CH3:29])[CH3:28])[CH:21]=[CH:22][C:15]=12 |f:4.5.6,^1:57,59,78,97|. Procedure: 1-Benzothien-2-ylboronic acid (0.05 g, 0.0003 mol) and 4-bromo-1-[2-(trimethylsilyl)-ethoxy]methyl-1H-pyrrolo[2,3-b]pyridine (0.10 g, 0.00031 mol) were combined in toluene (3.0 mL, 0.028 mol) and ethanol (1.0 mL, 0.017 mol). Potassium carbonate (0.085 g, 0.00062 mol) dissolved in water (1.0 mL) then was added and the reaction was degassed with nitrogen. Then tetrakis(triphenylphosphine)palladium(0) (0.05 g, 0.00004 mol) was added and the reaction was heated to 120° C. in a sealed tube in the mic...